From a dataset of the Open Reaction Database (ORD), a public repository of structured organic reaction records. describe an organic reaction: reactants, conditions, products, and yield Starting materials: C(C)(=O)OC1=C(C(=O)C(C(=O)[O-])C(C)=O)C=CC(=C1OC(C)=O)OC(C)=O (2-(2,3,4-triacetoxybenzoyl)-3-oxobutanoate), Cl (HCl). Solvent: O1CCCC1 (tetrahydrofuran). Conditions: temperature 70 celsius, time 20.5 hour. The product is OC1=CC=C2C(C(=C(OC2=C1O)C)C(=O)O)=O (7,8-Dihydroxy-2-methylchromone-3-carboxylic acid). Yield: 47.2%. RXN SMILES: C(O[C:5]1[C:19]([O:20]C(=O)C)=[C:18]([O:24]C(=O)C)[CH:17]=[CH:16][C:6]=1[C:7]([CH:9]([C:13](=[O:15])[CH3:14])[C:10]([O-:12])=[O:11])=[O:8])(=O)C.Cl>O1CCCC1>[OH:24][C:18]1[C:19]([OH:20])=[C:5]2[C:6]([C:7](=[O:8])[C:9]([C:10]([OH:12])=[O:11])=[C:13]([CH3:14])[O:15]2)=[CH:16][CH:17]=1. Reported procedure: The thus-obtained 2-(2,3,4-triacetoxybenzoyl)-3-oxobutanoate (3.2 g) was taken up in a mixture of tetrahydrofuran (160 ml) and 3N-HCl (160 ml) and agitated at 70° C. for 20.5 hours. The reaction mixture was concentrated to 20 ml and the resulting precipitate was collected by filtration. It was washed with water and then dried to give the desired product (0.94 g). Product: C(C)OC1=CC=C(C2=C1B(OC2C[N+](=O)[O-])O)C (7-Ethoxy-4-methyl-3-(nitromethyl)benzo[c][1,2]oxaborol-1(3H)-ol). The reagents and catalysts are C=1C=CC(=CC1)[P](C=2C=CC=CC2)(C=3C=CC=CC3)[Pd]([P](C=4C=CC=CC4)(C=5C=CC=CC5)C=6C=CC=CC6)([P](C=7C=CC=CC7)(C=8C=CC=CC8)C=9C=CC=CC9)[P](C=1C=CC=CC1)(C=1C=CC=CC1)C=1C=CC=CC1 (Pd(PPh3)4). Reactants: BrC1=CC=C(C=2B(OC(C21)C[N+](=O)[O-])O)OCC (4-bromo-7-ethoxy-3-(nitromethyl)benzo[c][1,2]oxaborol-1(3H)-ol), C[Sn](C)(C)C (tetramethylstannane). RXN SMILES: Br[C:2]1[C:10]2[CH:9]([CH2:11][N+:12]([O-:14])=[O:13])[O:8][B:7]([OH:15])[C:6]=2[C:5]([O:16][CH2:17][CH3:18])=[CH:4][CH:3]=1.[CH3:19][Sn](C)(C)C>CN(C=O)C.C1C=CC([P]([Pd]([P](C2C=CC=CC=2)(C2C=CC=CC=2)C2C=CC=CC=2)([P](C2C=CC=CC=2)(C2C=CC=CC=2)C2C=CC=CC=2)[P](C2C=CC=CC=2)(C2C=CC=CC=2)C2C=CC=CC=2)(C2C=CC=CC=2)C2C=CC=CC=2)=CC=1>[CH2:17]([O:16][C:5]1[C:6]2[B:7]([OH:15])[O:8][CH:9]([CH2:11][N+:12]([O-:14])=[O:13])[C:10]=2[C:2]([CH3:19])=[CH:3][CH:4]=1)[CH3:18] |^1:32,34,53,72|. Conditions: temperature 90 celsius, time 8 hour. Procedure: A mixture of 4-bromo-7-ethoxy-3-(nitromethyl)benzo[c][1,2]oxaborol-1(3H)-ol (200 mg, 0.63 mmol), tetramethylstannane (341.7 mg, 1.90 mmol) and Pd(PPh3)4 (Cat. 20 mg) in DMF (35 mL) was stirred overnight at 90° C. under N2 protection. The reaction was quenched by adding ice-water and the resulting mixture was extracted with ethyl acetate (3×30 mL). The combined extracts were dried over anhydrous Na2SO4 and concentrated in vacuo. The residue was purified by prep-TLC to give the product (72 mg, yie... Run in CN(C)C=O (DMF). The yield is 45.5%. Starting materials: NC1=NC2=NC(=C(N=C2C(=N1)N(C)C)C)C (2-amino-4-dimethylamino-6,7-dimethylpteridine), C(=O)(OC)C1=C(C=CC=C1)S(=O)(=O)N=C=O (2-carbomethoxyphenylsulfonyl isocyanate), C(C)(C)OC(C)C (diisopropyl ether). The solvent is C(C)#N (acetonitrile). Yields the product CN(C1=NC(=NC2=NC(=C(N=C12)C)C)NC(=O)NS(=O)(=O)C1=C(C=CC=C1)C(=O)OC)C (N-(4-dimethylamino-6,7-dimethylpteridin-2-yl)-N'-(2-carbomethoxyphenylsulfonyl)-urea). Yield: 80.8%. RXN SMILES: [NH2:1][C:2]1[N:11]=[C:10]([N:12]([CH3:14])[CH3:13])[C:9]2[C:4](=[N:5][C:6]([CH3:16])=[C:7]([CH3:15])[N:8]=2)[N:3]=1.[C:17]([C:21]1[CH:26]=[CH:25][CH:24]=[CH:23][C:22]=1[S:27]([N:30]=[C:31]=[O:32])(=[O:29])=[O:28])([O:19][CH3:20])=[O:18].C(OC(C)C)(C)C>C(#N)C>[CH3:13][N:12]([CH3:14])[C:10]1[C:9]2[C:4](=[N:5][C:6]([CH3:16])=[C:7]([CH3:15])[N:8]=2)[N:3]=[C:2]([NH:1][C:31]([NH:30][S:27]([C:22]2[CH:23]=[CH:24][CH:25]=[CH:26][C:21]=2[C:17]([O:19][CH3:20])=[O:18])(=[O:29])=[O:28])=[O:32])[N:11]=1. Procedure details: A mixture of 1 g of 2-amino-4-dimethylamino-6,7-dimethylpteridine and 1.3 g of 2-carbomethoxyphenylsulfonyl isocyanate was stirred in 10 ml of acetonitrile for 30 minutes at room temperature and then the mixture was heated to reflux for 3 to 4 minutes. After cooling diisopropyl ether was added thereto and the mixture was vacuum filtered to obtain 1.7 g (81% of theory) of N-(4-dimethylamino-6,7-dimethylpteridin-2-yl)-N'-(2-carbomethoxyphenylsulfonyl)-urea melting at 196° C. Starting materials: COC(=O)Cl, Fc1cc(F)cc(CNC2CN(C(c3ccc(Cl)cc3)c3ccc(Cl)cc3)C2)c1, [H-], [Na+], C1CCOC1, O. Yields the product COC(=O)N(Cc1cc(F)cc(F)c1)C1CN(C(c2ccc(Cl)cc2)c2ccc(Cl)cc2)C1. As a reaction SMILES: [Cl:32][C:33](=[O:34])[O:35][CH3:36].[Cl:3][c:4]1[cH:5][cH:6][c:7]([CH:10]([N:11]2[CH2:12][CH:13]([NH:15][CH2:16][c:17]3[cH:18][c:19]([F:24])[cH:20][c:21]([F:23])[cH:22]3)[CH2:14]2)[c:25]2[cH:26][cH:27][c:28]([Cl:31])[cH:29][cH:30]2)[cH:8][cH:9]1.[H-:1].[Na+:2].[O:38]1[CH2:39][CH2:40][CH2:41][CH2:42]1.[OH2:37]>>[Cl:3][c:4]1[cH:5][cH:6][c:7]([CH:10]([N:11]2[CH2:12][CH:13]([N:15]([CH2:16][c:17]3[cH:18][c:19]([F:24])[cH:20][c:21]([F:23])[cH:22]3)[C:33](=[O:34])[O:35][CH3:36])[CH2:14]2)[c:25]2[cH:26][cH:27][c:28]([Cl:31])[cH:29][cH:30]2)[cH:8][cH:9]1. The reactants are Brc1ccccc1, O=C([O-])[O-], [Cs+], [Cs+], O=C(C=Cc1ccccc1)C=Cc1ccccc1, CCOC(=O)C1CCC(=O)N1, C1COCCO1, O=C(C=Cc1ccccc1)C=Cc1ccccc1, O=C(C=Cc1ccccc1)C=Cc1ccccc1, [Pd], [Pd], CC1(C)c2cccc(P(c3ccccc3)c3ccccc3)c2Oc2c(P(c3ccccc3)c3ccccc3)cccc21. The product is CCOC(=O)C1CCC(=O)N1c1ccccc1. RXN SMILES: [Br:12][c:13]1[cH:14][cH:15][cH:16][cH:17][cH:18]1.[C:19](=[O:20])([O-:21])[O-:22].[Cs+:23].[Cs+:24].[O:111]=[C:112]([CH:113]=[CH:114][c:115]1[cH:116][cH:117][cH:118][cH:119][cH:120]1)[CH:121]=[CH:122][c:123]1[cH:124][cH:125][cH:126][cH:127][cH:128]1.[O:1]=[C:2]1[CH2:3][CH2:4][CH:5]([C:7](=[O:8])[O:9][CH2:10][CH3:11])[NH:6]1.[O:67]1[CH2:68][CH2:69][O:70][CH2:71][CH2:72]1.[O:75]=[C:76]([CH:77]=[CH:78][c:79]1[cH:80][cH:81][cH:82][cH:83][cH:84]1)[CH:85]=[CH:86][c:87]1[cH:88][cH:89][cH:90][cH:91][cH:92]1.[O:93]=[C:94]([CH:95]=[CH:96][c:97]1[cH:98][cH:99][cH:100][cH:101][cH:102]1)[CH:103]=[CH:104][c:105]1[cH:106][cH:107][cH:108][cH:109][cH:110]1.[Pd:73].[Pd:74].[c:25]1([P:26]([c:27]2[cH:28][cH:29][cH:30][cH:31][cH:32]2)[c:33]2[c:34]3[c:58]([cH:59][cH:60][cH:61]2)[C:55]([CH3:56])([CH3:57])[c:37]2[c:36]([c:41]([P:42]([c:43]4[cH:44][cH:45][cH:46][cH:47][cH:48]4)[c:49]4[cH:50][cH:51][cH:52][cH:53][cH:54]4)[cH:40][cH:39][cH:38]2)[O:35]3)[cH:62][cH:63][cH:64][cH:65][cH:66]1>>[O:1]=[C:2]1[CH2:3][CH2:4][CH:5]([C:7](=[O:8])[O:9][CH2:10][CH3:11])[N:6]1[c:13]1[cH:14][cH:15][cH:16][cH:17][cH:18]1. Reactants: OC=1C=C(C=O)C=CC1O (3,4-Dihydroxy-benzaldehyde), C(C)OC(CBr)=O (2-bromo-acetic acid ethyl ester), C(=O)([O-])[O-].[K+].[K+] (K2CO3), CCOC(=O)C (EtOAc). Product: C(C)OC(COC1=C(C=C(C=C1)C=O)OCC(=O)OCC)=O ((2-Ethoxycarbonylmethoxy-4-formyl-phenoxy)-acetic acid ethyl ester). As a reaction SMILES: [OH:1][C:2]1[CH:3]=[C:4]([CH:7]=[CH:8][C:9]=1[OH:10])[CH:5]=[O:6].[CH2:11]([O:13][C:14](=[O:17])[CH2:15]Br)[CH3:12].C([O-])([O-])=O.[K+].[K+].[CH3:24][CH2:25][O:26][C:27]([CH3:29])=[O:28]>>[CH2:11]([O:13][C:14](=[O:17])[CH2:15][O:10][C:9]1[CH:8]=[CH:7][C:4]([CH:5]=[O:6])=[CH:3][C:2]=1[O:1][CH2:29][C:27]([O:26][CH2:25][CH3:24])=[O:28])[CH3:12] |f:2.3.4|. Procedure: 3,4-Dihydroxy-benzaldehyde was treated with 2-bromo-acetic acid ethyl ester in the presence of K2CO3 and processed as described in the synthesis of example 20a. The crude product was purified using flash chromatography (silica gel, 30-50% EtOAc in PE 60-80° C.). Yield, 87%; mp, 56° C. (EtOAc-PE 60-80° C.); MS (EI): 310 (, 237, 163, 149; analysis: C15H18O7, 0.5H2O requires C, 56.37; H, 5.95; found: C, 56.72; H, 5.79%.